Dataset: the Open Reaction Database (ORD), a public repository of structured organic reaction records. Task: describe an organic reaction: reactants, conditions, products, and yield Starting materials: [Cl-].[Zn+2].[Cl-] (zinc chloride), Cl.CN(C)C (trimethylamine hydrochloride), C(CNC([S-])=S)NC([S-])=S.[Na+].[Na+] (sodium ethylene-bis-dithiocarbamate), CN(C([S-])=S)C.[Na+] (sodium dimethyldithiocarbamate). The solvent is O (water). Reaction conditions: time 0.5 hour. Yields the product C(CNC(S)=S)NC(S)=S.[Zn+2].C[NH+](C)C.CN(C(S)=S)C (Trimethylammonium Zinc Ethylene-bis-dithiocarbamic acid Dimethyldithiocarbamic acid). RXN SMILES: [Cl-].[Zn+2:2].[Cl-].[CH2:4]([NH:10][C:11](=[S:13])[S-:12])[CH2:5][NH:6][C:7](=[S:9])[S-:8].[Na+].[Na+].[CH3:16][N:17]([CH3:21])[C:18](=[S:20])[S-:19].[Na+].Cl.CN(C)C>O>[CH2:4]([NH:10][C:11](=[S:12])[SH:13])[CH2:5][NH:6][C:7](=[S:8])[SH:9].[Zn+2:2].[CH3:16][NH+:17]([CH3:21])[CH3:18].[CH3:16][N:17]([CH3:21])[C:18](=[S:19])[SH:20] |f:0.1.2,3.4.5,6.7,8.9,11.12.13.14|. Procedure details: A 100 ml. aqueous solution of 6.95g. (0.05 mole) of zinc chloride is added dropwise to a 3-necked flask containing 50 ml. of water. After 5-10 ml. of the solution has been added, a combined 100 ml. aqueous solution of 6.5g. (0.025 mole) of sodium ethylene-bis-dithiocarbamate, 8.95g. (0.05 mole) of sodium dimethyldithiocarbamate and 9.6g. (0.1 mole) of trimethylamine hydrochloride is added to the flask at the same rate as that of the metal salt solution. After the addition, the suspension is stir...